This data is from the Open Reaction Database (ORD), a public repository of structured organic reaction records. The task is: describe an organic reaction: reactants, conditions, products, and yield Reactants: CCC(=O)OC1(CCN(CC1)C)C2=CC=CC=C2 (PPMP), O=C[C@H](O)[C@@H](O)[C@H](O)[C@H](O)CO (glucose), C(C(=O)C)(=O)[O-] (pyruvate), CC1([C@@H](N2[C@H](S1)[C@@H](C2=O)NC(=O)CC=3C=CC=CC3)C(=O)[O-])C.[K+] (penicilline), C[C@H]1[C@@]([C@H]([C@@H](O1)O[C@@H]2[C@H]([C@@H]([C@H]([C@@H]([C@H]2O)O)NC(=N)N)O)NC(=N)N)O[C@H]3[C@H]([C@@H]([C@H]([C@@H](O3)CO)O)O)NC)(C=O)O (streptomycine), C[C@@H](C(=O)N[C@@H](CCC(=O)N)C(=O)O)N (Glutamax), C(=O)=O (CO2), threo-1-phenyl-2-hexadecanoyl-amino-3-morpholino-1-propanol. Product: CC1=CC(=CC=2C1=CC=CC2C(=O)O[C@@H]3C=C/4C#C[C@]5([C@H](O5)C#C/C=C4/[C@H]3O[C@@H]6[C@@H]([C@H]([C@H]([C@H](O6)C)O)O)NC)[C@H]7COC(=O)O7)OC (Neocarzinostatin). RXN SMILES: O=[CH:2][C@@H:3]([C@H:5]([C@@H:7]([C@@H:9]([CH2:11][OH:12])O)[OH:8])[OH:6])[OH:4].[C:13]([O-])(=O)[C:14]([CH3:16])=O.CC1(C)S[C@@H]2[C@H](N[C:29]([CH2:31][C:32]3[CH:33]=[CH:34][CH:35]=[CH:36][CH:37]=3)=[O:30])C(=O)N2[C@H]1C([O-])=O.[K+].C[C@@H]1O[C@@H:47]([O:49][C@H:50]2[C@H:55](O)[C@@H:54](O)[C@H:53](NC(N)=N)[C@@H:52](O)[C@@H:51]2NC(N)=N)[C@H:46]([O:67][C@@H:68]2[O:73][C@@H](CO)[C@H](O)[C@@H](O)[C@@H]2NC)[C@@:45]1([OH:82])C=O.C[C@H](N)[C:85]([NH:87][C@H](C(O)=O)CCC(N)=O)=O.[C:98](=O)=O.CC[C:103]([O:105][C:106]1([C:113]2[CH:118]=[CH:117][CH:116]=CC=2)CCN(C)CC1)=[O:104]>>[CH3:13][C:14]1[C:37]2=[CH:36][CH:35]=[CH:34][C:33]([C:103]([O:105][C@H:106]3[C@H:51]([O:12][C@H:11]4[O:4][C@H:3]([CH3:2])[C@H:5]([OH:6])[C@H:7]([OH:8])[C@H:9]4[NH:87][CH3:85])[C:52]4=[CH:53][C:54]#[C:55][C@H:50]5[O:49][C@@:47]5([C@@H:46]5[O:67][C:68](=[O:73])[O:82][CH2:45]5)[C:116]#[C:117][C:118]4=[CH:113]3)=[O:104])=[C:32]2[CH:31]=[C:29]([O:30][CH3:98])[CH:16]=1 |f:2.3|. Reported procedure: Human cervix adenocarcinoma HeLa cells are maintained as exponentially growing monolayers in Dulbecco modified Eagle's minimum essential medium with 4.5 g/l glucose, 0.1 g/l pyruvate, 105 Ul/l penicilline, 0.1 g/l streptomycine, 0.86 g/l Glutamax I and 10% v/v foetal calf serum (37° C., 5% CO2), without or with 5 μM DL-threo-1-phenyl-2-hexadecanoyl-amino-3-morpholino-1-propanol (PPMP) to inhibit Gb3 expression. When present, PPMP is introduced into pre-cultures for at least 6 days prior to cytot... Starting materials: C(C)(C)(C)OC(C1=CC=C(C=C1)CN1C(C2=CC(=CN=C2C=C1)C#CCN1C=NC=C1)=O)=O (4-[7-(3-Imidazol-1-ylprop-1-ynyl)-1-oxo-1H-5-azaisoquinolin-2-ylmethyl]benzoic acid tert-butyl ester), FC(C(=O)O)(F)F (trifluoroacetic acid). Conditions: time 30 minute. Yields the product N1(C=NC=C1)CC#CC1=CN=C2C=CN(C(C2=C1)=O)CC1=CC=C(C(=O)O)C=C1 (4-[7-(3-Imidazol-1-ylprop-1-ynyl)-1-oxo-1H-5-azaisoquinolin-2-ylmethyl]benzoic acid). RXN SMILES: C([O:5][C:6](=[O:33])[C:7]1[CH:12]=[CH:11][C:10]([CH2:13][N:14]2[CH:23]=[CH:22][C:21]3[C:16](=[CH:17][C:18]([C:24]#[C:25][CH2:26][N:27]4[CH:31]=[CH:30][N:29]=[CH:28]4)=[CH:19][N:20]=3)[C:15]2=[O:32])=[CH:9][CH:8]=1)(C)(C)C.FC(F)(F)C(O)=O>>[N:27]1([CH2:26][C:25]#[C:24][C:18]2[CH:17]=[C:16]3[C:21]([CH:22]=[CH:23][N:14]([CH2:13][C:10]4[CH:9]=[CH:8][C:7]([C:6]([OH:33])=[O:5])=[CH:12][CH:11]=4)[C:15]3=[O:32])=[N:20][CH:19]=2)[CH:31]=[CH:30][N:29]=[CH:28]1. Procedure: A solution of 4-[7-(3-imidazol-1-ylprop-1-ynyl)-1-oxo-1H-5-azaisoquinolin-2-ylmethyl]benzoic acid tert-butyl ester (0.38 g, 0.86 mmol, Example 13A) is treated with trifluoroacetic acid (6 mL) and stirred at room temperature for 30 minutes. The reaction mixture is evaporated to dryness, triturated with ethyl acetate, the solid is collected by filtration, washed with water, washed with ethyl acetate, and dried under house vacuum. This will afford the desired product. Reactants: O[C@@H]1C[C@@H]2CC[C@H]3[C@@H]4CC[C@H](C(C)=O)[C@]4(CC[C@@H]3[C@]2(CC1)C)C (3β-hydroxy-5α-pregnan-20-one), C1(=CC=CC=C1)P(C1=CC=CC=C1)C1=CC=CC=C1 (triphenylphosphine), N(=NC(=O)OCC)C(=O)OCC (diethyl azo-dicarboxylate), C1(=CC=CC=C1)P(=O)(C1=CC=CC=C1)N=[N+]=[N-] (diphenylphosphoryl azide). The solvent is C1CCOC1 (THF). Conditions: time 24 hour. Product: N(=[N+]=[N-])[C@H]1C[C@@H]2CC[C@H]3[C@@H]4CC[C@H](C(C)=O)[C@]4(CC[C@@H]3[C@]2(CC1)C)C (3α-Azido-5α-pregnan-20-one). As a reaction SMILES: O[C@H:2]1[CH2:21][CH2:20][C@@:19]2([CH3:22])[C@@H:4]([CH2:5][CH2:6][C@@H:7]3[C@@H:18]2[CH2:17][CH2:16][C@@:15]2([CH3:23])[C@H:8]3[CH2:9][CH2:10][C@@H:11]2C(=O)C)[CH2:3]1.C1(P(C2C=CC=CC=2)C2C=CC=CC=2)C=CC=CC=1.N(C([O:52][CH2:53][CH3:54])=O)=NC(OCC)=O.C1(P([N:69]=[N+:70]=[N-:71])(C2C=CC=CC=2)=O)C=CC=CC=1>C1COCC1>[N:69]([C@@H:2]1[CH2:21][CH2:20][C@@:19]2([CH3:22])[C@@H:4]([CH2:5][CH2:6][C@@H:7]3[C@@H:18]2[CH2:17][CH2:16][C@@:15]2([CH3:23])[C@H:8]3[CH2:9][CH2:10][C@@H:11]2[C:53](=[O:52])[CH3:54])[CH2:3]1)=[N+:70]=[N-:71]. Procedure: A solution of 3β-hydroxy-5α-pregnan-20-one (60 mg, 0.19 mmol) in THF (2 mL) was treated with triphenylphosphine (100 mg, 0.38 mmol) and diethyl azo-dicarboxylate (0.03 mL, 0.19 mmol). To the resulting solution was added dropwise diphenylphosphoryl azide (0.04 mL, 0.19 mmol) and the mixture was stirred at RT for 24 h. Evaporation of the solvent in vacuo and purification of the residue using flash column chromatography using petroleum ether/ethyl acetate 90/10 as elution solvent afforded the compo... The reactants are ClC(c1ccccc1)(c1ccccc1)c1ccccc1, ClCCl, C1CCC2=NCCCN2CC1, Cn1ncc(C(CNC(=O)OC(C)(C)C)CNC(=O)OC(C)(C)C)c1N, O. Yields the product Cn1ncc(C(CNC(=O)OC(C)(C)C)CNC(=O)OC(C)(C)C)c1NC(c1ccccc1)(c1ccccc1)c1ccccc1. RXN SMILES: [C:38]([c:39]1[cH:40][cH:41][cH:42][cH:43][cH:44]1)([c:45]1[cH:46][cH:47][cH:48][cH:49][cH:50]1)([c:51]1[cH:52][cH:53][cH:54][cH:55][cH:56]1)[Cl:57].[CH2:59]([Cl:60])[Cl:61].[N:27]12[CH2:28][CH2:29][CH2:30][N:31]=[C:32]1[CH2:33][CH2:34][CH2:35][CH2:36][CH2:37]2.[NH2:1][c:2]1[c:3]([CH:8]([CH2:9][NH:10][C:11]([O:12][C:13]([CH3:14])([CH3:15])[CH3:16])=[O:17])[CH2:18][NH:19][C:20]([O:21][C:22]([CH3:23])([CH3:24])[CH3:25])=[O:26])[cH:4][n:5][n:6]1[CH3:7].[OH2:58]>>[NH:1]([c:2]1[c:3]([CH:8]([CH2:9][NH:10][C:11]([O:12][C:13]([CH3:14])([CH3:15])[CH3:16])=[O:17])[CH2:18][NH:19][C:20]([O:21][C:22]([CH3:23])([CH3:24])[CH3:25])=[O:26])[cH:4][n:5][n:6]1[CH3:7])[C:38]([c:39]1[cH:40][cH:41][cH:42][cH:43][cH:44]1)([c:45]1[cH:46][cH:47][cH:48][cH:49][cH:50]1)[c:51]1[cH:52][cH:53][cH:54][cH:55][cH:56]1. The reactants are B, Nc1cc(C(=O)O)ccc1F, C1CCOC1, C1CCOC1. Product: Nc1cc(CO)ccc1F. Reaction SMILES: [BH3:17].[NH2:1][c:2]1[cH:3][c:4]([C:5](=[O:6])[OH:7])[cH:8][cH:9][c:10]1[F:11].[O:12]1[CH2:13][CH2:14][CH2:15][CH2:16]1.[O:18]1[CH2:19][CH2:20][CH2:21][CH2:22]1>>[NH2:1][c:2]1[cH:3][c:4]([CH2:5][OH:6])[cH:8][cH:9][c:10]1[F:11]. Starting materials: C(C)OC(C=C)=O (ethylacrylate), C(C1=CC=CC=C1)O (benzylalcohol), [OH-].[Na+] (NaOH). The solvent is O (Water), O (water). Conditions: temperature 50 celsius, time 8 hour. Product: C(C1=CC=CC=C1)OCCC(=O)O (3-Benzyloxypropionic acid). The yield is 71.4%. As a reaction SMILES: C([O:3][C:4](=[O:7])[CH:5]=[CH2:6])C.[CH2:8]([OH:15])[C:9]1[CH:14]=[CH:13][CH:12]=[CH:11][CH:10]=1.[OH-].[Na+]>O>[CH2:8]([O:15][CH2:6][CH2:5][C:4]([OH:7])=[O:3])[C:9]1[CH:14]=[CH:13][CH:12]=[CH:11][CH:10]=1 |f:2.3|. Procedure details: To a stirred solution of ethylacrylate (0.5 mol, 50.0 g) in benzylalcohol (2 mol, 216 g), KtBu (5 mmol, 0.61 g) was added at room temperature. After standing overnight, NaOH (0.55 mol, 22 g) in water (100 ml) was added. The solution was stirred for 2 hrs. at 50° C. and cooled to room temperature. Water (300 ml) was added and the mixture extracted with CH2Cl2 (1×500 ml, 4×150 ml). The aqueous layer was evaporated and the residue washed with diethylether (4×100 ml). The white solid was dissolved i...